This data is from the Open Reaction Database (ORD), a public repository of structured organic reaction records. The task is: describe an organic reaction: reactants, conditions, products, and yield The solvent is CN(C)C=O (DMF). The reactants are NC1=C(C(=O)N)C=C(C=N1)Cl (2-amino-5-chloronicotinamide), BrCC1=CC(=C(C=C1)F)S(=O)(=O)C (4-(bromomethyl)-1-fluoro-2-(methylsulfonyl)benzene), CO (methanol), C(C)(=O)OCC (ethyl acetate). As a reaction SMILES: [NH2:1][C:2]1[N:10]=[CH:9][C:8]([Cl:11])=[CH:7][C:3]=1[C:4]([NH2:6])=[O:5].Br[CH2:13][C:14]1[CH:19]=[CH:18][C:17]([F:20])=[C:16]([S:21]([CH3:24])(=[O:23])=[O:22])[CH:15]=1.CO.C(OCC)(=O)C>CN(C=O)C>[ClH:11].[Cl:11][C:8]1[CH:7]=[C:3]([C:4]([NH2:6])=[O:5])[C:2](=[NH:1])[N:10]([CH2:13][C:14]2[CH:19]=[CH:18][C:17]([F:20])=[C:16]([S:21]([CH3:24])(=[O:23])=[O:22])[CH:15]=2)[CH:9]=1 |f:5.6|. Yields the product Cl.ClC=1C=C(C(N(C1)CC1=CC(=C(C=C1)F)S(=O)(=O)C)=N)C(=O)N (5-chloro-1-[4-fluoro-3-(methylsulfonyl)benzyl]-2-imino-1,2-dihydropyridine-3-carboxamide hydrochloride). Procedure details: (Step 2) A solution of 2-amino-5-chloronicotinamide (685 mg) and 4-(bromomethyl)-1-fluoro-2-(methylsulfonyl)benzene obtained in Step 1 (1.6 g) in DMF (10 ml) was stirred at 90° C. for 24 hr. The mixture was allowed to cool to room temperature, methanol and ethyl acetate were added, and the precipitated crystals were collected by filtration. The obtained crystals were dissolved in 1N sodium hydroxide solution, and the solution was extracted with ethyl acetate. The organic layer was washed with sa... Isolated yield 64.8%. The reactants are CN(C)C=O, O=S(Cl)Cl, O=C(O)c1ccc(C(=O)O)s1. Yields the product [Cl-], O=C(O)c1ccc(C(=O)O)s1. Reaction SMILES: [O:16]=[CH:17][N:18]([CH3:19])[CH3:20].[S:12]([Cl:13])([Cl:14])=[O:15].[s:1]1[c:2]([C:9](=[O:10])[OH:11])[cH:3][cH:4][c:5]1[C:6](=[O:7])[OH:8]>>[Cl-:14].[s:1]1[c:2]([C:9](=[O:10])[OH:11])[cH:3][cH:4][c:5]1[C:6](=[O:7])[OH:8]. Starting materials: COc1ccc(Cl)c2oc(-c3ccccc3)c(N3CCN(C)CC3)c12, CCO, Cl, NN, O. Product: COc1cccc2oc(-c3ccccc3)c(N3CCN(C)CC3)c12, Cl. As a reaction SMILES: [CH3:2][O:3][c:4]1[cH:5][cH:6][c:7]([Cl:26])[c:8]2[c:9]1[c:10]([N:19]1[CH2:20][CH2:21][N:22]([CH3:25])[CH2:23][CH2:24]1)[c:11](-[c:13]1[cH:14][cH:15][cH:16][cH:17][cH:18]1)[o:12]2.[CH3:30][CH2:31][OH:32].[ClH:1].[NH2:28][NH2:29].[OH2:27]>>[CH3:2][O:3][c:4]1[cH:5][cH:6][cH:7][c:8]2[c:9]1[c:10]([N:19]1[CH2:20][CH2:21][N:22]([CH3:25])[CH2:23][CH2:24]1)[c:11](-[c:13]1[cH:14][cH:15][cH:16][cH:17][cH:18]1)[o:12]2.[ClH:26]. Reactants: CC(C(=O)OC)(C)NC(=O)C1=NC=CN=C1 (methyl 2-methyl-2-[(pyrazin-2-ylcarbonyl)amino]propanoate), [OH-].[Na+] (NaOH). The solvent is O (water), CO (methanol), [Cl-].[Na+].O (brine), CCOC(=O)C (EtOAc). Yields the product CC(C(=O)O)(C)NC(=O)C1=NC=CN=C1 (2-methyl-2-[(pyrazin-2-ylcarbonyl)amino]propanoic acid). As a reaction SMILES: [CH3:1][C:2]([NH:8][C:9]([C:11]1[CH:16]=[N:15][CH:14]=[CH:13][N:12]=1)=[O:10])([CH3:7])[C:3]([O:5]C)=[O:4].[OH-].[Na+]>O.CO.[Cl-].[Na+].O.CCOC(C)=O>[CH3:7][C:2]([NH:8][C:9]([C:11]1[CH:16]=[N:15][CH:14]=[CH:13][N:12]=1)=[O:10])([CH3:1])[C:3]([OH:5])=[O:4] |f:1.2,5.6.7|. Procedure details: A solution of methyl 2-methyl-2-[(pyrazin-2-ylcarbonyl)amino]propanoate (9.8 mmol) and 1 M NaOH in water (19.6 mL) was stirred in methanol for 6 hours. The reaction was diluted with brine and EtOAc and the layers were separated. The aqueous layer was acidified with 1 M HCl in water (28 mL) to an approximate pH˜2. The aqueous was extracted with EtOAc (3×). These three combined extracts were dried (Na2SO4), filtered and concentrated to obtain 1.96 g (96% over two steps) of the title compound. 1H N...